From a dataset of the Open Reaction Database (ORD), a public repository of structured organic reaction records. describe an organic reaction: reactants, conditions, products, and yield The reactants are NC1=C(C(=O)OC)C=C(C=C1)C(=O)C1=C(C(=C2C(=CC=CN12)OCC1=CC=CC=C1)OC)C (methyl 2-amino-5-{[8-(benzyloxy)-1-methoxy-2-methylindolizin-3-yl]carbonyl}benzoate), C(=O)[O-].[NH4+] (ammonium formate). The reagents and catalysts are [Pd] (palladium-on-charcoal). Solvent: CN(C=O)C (N,N-dimethylformamide). Run at time 12 hour. The product is NC1=C(C(=O)OC)C=C(C=C1)C(=O)C1=C(C(=C2C(=CC=CN12)O)OC)C (Methyl 2-amino-5-[(8-hydroxy-1-methoxy-2-methylindolizin-3-yl)carbonyl]benzoate). Isolated yield 94.7%. Reaction SMILES: [NH2:1][C:2]1[CH:11]=[CH:10][C:9]([C:12]([C:14]2[N:22]3[C:17]([C:18]([O:23]CC4C=CC=CC=4)=[CH:19][CH:20]=[CH:21]3)=[C:16]([O:31][CH3:32])[C:15]=2[CH3:33])=[O:13])=[CH:8][C:3]=1[C:4]([O:6][CH3:7])=[O:5].C([O-])=O.[NH4+]>CN(C)C=O.[Pd]>[NH2:1][C:2]1[CH:11]=[CH:10][C:9]([C:12]([C:14]2[N:22]3[C:17]([C:18]([OH:23])=[CH:19][CH:20]=[CH:21]3)=[C:16]([O:31][CH3:32])[C:15]=2[CH3:33])=[O:13])=[CH:8][C:3]=1[C:4]([O:6][CH3:7])=[O:5] |f:1.2|. Reported procedure: The mixture of 2.0 g (4.5 mmol) of methyl 2-amino-5-{[8-(benzyloxy)-1-methoxy-2-methylindolizin-3-yl]carbonyl}benzoate and 0.42 g (6.75 mmol) of ammonium formate in the presence of 1.0 g of palladium-on-charcoal (10%) in 20 ml of N,N-dimethylformamide is stirred for 12 hours at ambient temperature under argon. The mixture is filtered under nitrogen and concentrated to dryness so as to obtain 1.51 g of a red oil. The product decomposes on contact with air. Starting materials: [N+](=O)([O-])C1=CC=C(CN2N=NN=C2)C=C1 (1-(4-nitrobenzyl)-1H-tetrazole), C(C)O (ethanol). Reagents/catalysts: [C].[Pd] (palladium carbon). Run in O1CCCC1 (tetrahydrofuran). Conditions: time 4 hour. The product is NC1=CC=C(CN2N=NN=C2)C=C1 (1-(4-aminobenzyl)-1H-tetrazole). Yield: 71.0%. As a reaction SMILES: [N+:1]([C:4]1[CH:15]=[CH:14][C:7]([CH2:8][N:9]2[CH:13]=[N:12][N:11]=[N:10]2)=[CH:6][CH:5]=1)([O-])=O.C(O)C>[C].[Pd].O1CCCC1>[NH2:1][C:4]1[CH:15]=[CH:14][C:7]([CH2:8][N:9]2[CH:13]=[N:12][N:11]=[N:10]2)=[CH:6][CH:5]=1 |f:2.3|. Procedure details: A mixture of 1-(4-nitrobenzyl)-1H-tetrazole (5 g), 10% palladium carbon (500 mg), ethanol (100 ml) and tetrahydrofuran (100 ml) was stirred under a hydrogen atmosphere at room temperature for 4 hrs. Palladium carbon was removed from the reaction mixture by filtration, and the filtrate was concentrated. Recrystallization of the residue from ethyl acetate-hexane gave 1-(4-aminobenzyl)-1H-tetrazole (3.03 g, 71%) as yellow prism crystals. melting point: 138-140° C.